This data is from the Open Reaction Database (ORD), a public repository of structured organic reaction records. The task is: describe an organic reaction: reactants, conditions, products, and yield The reactants are BrC=1C=C(C=2C=NN(C2C1)C(C)C)C(=O)NCC=1C(NC(=CC1CCC)C)=O (6-bromo-1-(1-methylethyl)-N-[(6-methyl-2-oxo-4-propyl-1,2-dihydro-3-pyridinyl)methyl]-1H-indazole-4-carboxamide), CC1(OB(OC1(C)C)C=1C=CC(=NC1)N1CCNCC1)C (1-[5-(4,4,5,5-tetramethyl-1,3,2-dioxaborolan-2-yl)-2-pyridinyl]piperazine). Yields the product CC(C)N1N=CC=2C(=CC(=CC12)C=1C=NC(=CC1)N1CCNCC1)C(=O)NCC=1C(NC(=CC1CCC)C)=O (1-(1-methylethyl)-N-[(6-methyl-2-oxo-4-propyl-1,2-dihydro-3-pyridinyl)methyl]-6-[6-(1-piperazinyl)-3-pyridinyl]-1H-indazole-4-carboxamide). Reaction SMILES: Br[C:2]1[CH:3]=[C:4]([C:14]([NH:16][CH2:17][C:18]2[C:19](=[O:28])[NH:20][C:21]([CH3:27])=[CH:22][C:23]=2[CH2:24][CH2:25][CH3:26])=[O:15])[C:5]2[CH:6]=[N:7][N:8]([CH:11]([CH3:13])[CH3:12])[C:9]=2[CH:10]=1.CC1(C)C(C)(C)OB([C:37]2[CH:38]=[CH:39][C:40]([N:43]3[CH2:48][CH2:47][NH:46][CH2:45][CH2:44]3)=[N:41][CH:42]=2)O1>>[CH3:12][CH:11]([N:8]1[C:9]2[CH:10]=[C:2]([C:37]3[CH:42]=[N:41][C:40]([N:43]4[CH2:44][CH2:45][NH:46][CH2:47][CH2:48]4)=[CH:39][CH:38]=3)[CH:3]=[C:4]([C:14]([NH:16][CH2:17][C:18]3[C:19](=[O:28])[NH:20][C:21]([CH3:27])=[CH:22][C:23]=3[CH2:24][CH2:25][CH3:26])=[O:15])[C:5]=2[CH:6]=[N:7]1)[CH3:13]. Procedure details: The title compound was prepared in a similar manner as described for example 8 from 6-bromo-1-(1-methylethyl)-N-[(6-methyl-2-oxo-4-propyl-1,2-dihydro-3-pyridinyl)methyl]-1H-indazole-4-carboxamide (90 mg, 0.202 mmol) and 1-[5-(4,4,5,5-tetramethyl-1,3,2-dioxaborolan-2-yl)-2-pyridinyl]piperazine (88 mg, 0.303 mmol). The final product was collected as a white solid (91 mg, 83%). 1H NMR (400 MHz, DMSO-d6) δ ppm 11.54 (br. s., 1H) 8.65 (d, J=2.53 Hz, 1H) 8.61 (t, J=4.80 Hz, 1H) 8.36 (s, 1H) 8.03-8.07 ... The solvent is O (water). Conditions: temperature 80 celsius, time 4 hour. Reactants: ClC=1C2=C(S(C1C)(=O)=O)C=C(C=C2)Cl (3,6-dichloro-2-methyl-benzo[b]-thiophene-1,1-dioxide), N1CCCCC1 (piperidine). Procedure details: A mixture of 3.75 g 3,6-dichloro-2-methyl-benzo[b]-thiophene-1,1-dioxide and 35 ml piperidine is stirred for 4 hours at 80° C., water is subsequently added and it is extracted with ethyl acetate. The extract is concentrated by evaporation and it is ground with ethyl acetate. 1.6 g of the title compound (36% of the theoretical yield) of melting point 154°-156° C. is isolated. Reaction SMILES: Cl[C:2]1[C:3]2[CH:13]=[CH:12][C:11]([Cl:14])=[CH:10][C:4]=2[S:5](=[O:9])(=[O:8])[C:6]=1[CH3:7].[NH:15]1[CH2:20][CH2:19][CH2:18][CH2:17][CH2:16]1>O>[Cl:14][C:11]1[CH:12]=[CH:13][C:3]2[CH:2]=[C:6]([CH2:7][N:15]3[CH2:20][CH2:19][CH2:18][CH2:17][CH2:16]3)[S:5](=[O:9])(=[O:8])[C:4]=2[CH:10]=1. The product is ClC=1C=CC2=C(S(C(=C2)CN2CCCCC2)(=O)=O)C1 (6-chloro-2-piperidinomethyl-benzo[b]thiophene-1,1-dioxide). Starting materials: ClCCN(CC)C=1C=C(C=CC1)NC(=O)C1=CC=C(C=C1)C(=O)[O-] (4-[3-(N-(2-chloroethyl)-N-ethylamino)phenyl]carbamoylbenzenecarboxylate), [OH-].[K+] (KOH). The solvent is CO (MeOH), O (water). Run at temperature 25 celsius, time 5 hour. The product is ClCCN(CC)C=1C=C(C=CC1)NC(=O)C1=CC=C(C=C1)C(=O)O (4-[3-(N-(2-chloroethyl)-N-ethylamino) phenyl]carbamoylbenzenecarboxylic acid). The yield is 75.0%. RXN SMILES: [Cl:1][CH2:2][CH2:3][N:4]([C:7]1[CH:8]=[C:9]([NH:13][C:14]([C:16]2[CH:21]=[CH:20][C:19]([C:22]([O-:24])=[O:23])=[CH:18][CH:17]=2)=[O:15])[CH:10]=[CH:11][CH:12]=1)[CH2:5][CH3:6].[OH-].[K+]>CO.O>[Cl:1][CH2:2][CH2:3][N:4]([C:7]1[CH:8]=[C:9]([NH:13][C:14]([C:16]2[CH:17]=[CH:18][C:19]([C:22]([OH:24])=[O:23])=[CH:20][CH:21]=2)=[O:15])[CH:10]=[CH:11][CH:12]=1)[CH2:5][CH3:6] |f:1.2|. Procedure: A suspension of (XIV; R=Z=H) (2.88 g, 8 mmol) in MeOH (100 mL) containing KOH (5.6 g) was stirred at 25° C. until homogeneous, andthen for a further 5 h. The mixture was diluted with water, filtered, and acidified with AcOH to give 4-[3-(N-(2-chloroethyl)-N-ethylamino) phenyl]carbamoylbenzenecarboxylic acid (XV; R=Z=H) (2.08 g, 75%), mp (EtOAc) 203° C. (dec.). 1H NMR (CD3SOCD3) 13.3 (br s, 1 H, COOH), 10.21 (s, 1 H, CONH), 8.05 (q, J=8.50, 4 H, H-2',3',5'6'), 7.16 (m, 3 H, H-2,4,6 ), 6.48 (m, 1 ... Procedure details: A solution of 1-{[1-(5-Allyloxy-2-tert-butoxycarbonylamino-pentanoyl)-4-(6-methoxy-isoquinolin-1-yloxy)-pyrrolidine-2-carbonyl]-amino}-2-vinyl-cyclopropanecarboxylic acid ethyl ester (the product of step 26F, 2.0 g, 2.94 mmol) in 800 ml of benzene was treated with Grubb's second generation catalyst (375 mg, 0.44 mmol). The reaction mixture was heated to 50° C., stirred under N2 for 2 h, and then concentrated in vacuo. Flash chromatography (silica gel, 25–100% ethyl acetate/hexane) and treatment ... Reaction conditions: temperature 50 celsius, time 2 hour. The product is C(C)OC(=O)C12NC(C3CC(CN3C(C(CCCOCC=CC2C1)NC(=O)OC(C)(C)C)=O)OC1=NC=CC2=CC(=CC=C12)OC)=O (14-tert-butoxycarbonylamino-18-(6-methoxy-isoquinolin-1-yloxy)-2,15-dioxo-10-oxa-3,16-diaza-tricyclo[14.3.0.04,6]nonadec-7-ene-4-carboxylic acid ethyl ester). Isolated yield 35.0%. Starting materials: C(C)OC(=O)C1(C(C1)C=C)NC(=O)C1N(CC(C1)OC1=NC=CC2=CC(=CC=C12)OC)C(C(CCCOCC=C)NC(=O)OC(C)(C)C)=O (1-{[1-(5-Allyloxy-2-tert-butoxycarbonylamino-pentanoyl)-4-(6-methoxy-isoquinolin-1-yloxy)-pyrrolidine-2-carbonyl]-amino}-2-vinyl-cyclopropanecarboxylic acid ethyl ester), C(C)OC(=O)C1(C(C1)C=C)NC(=O)C1N(CC(C1)OC1=NC=CC2=CC(=CC=C12)OC)C(C(CCCOCC=C)NC(=O)OC(C)(C)C)=O (1-{[1-(5-Allyloxy-2-tert-butoxycarbonylamino-pentanoyl)-4-(6-methoxy-isoquinolin-1-yloxy)-pyrrolidine-2-carbonyl]-amino}-2-vinyl-cyclopropanecarboxylic acid ethyl ester). As a reaction SMILES: [CH2:1]([O:3][C:4]([C:6]1([NH:11][C:12]([CH:14]2[CH2:18][CH:17]([O:19][C:20]3[C:29]4[C:24](=[CH:25][C:26]([O:30][CH3:31])=[CH:27][CH:28]=4)[CH:23]=[CH:22][N:21]=3)[CH2:16][N:15]2[C:32](=[O:49])[CH:33]([NH:41][C:42]([O:44][C:45]([CH3:48])([CH3:47])[CH3:46])=[O:43])[CH2:34][CH2:35][CH2:36][O:37][CH2:38]C=C)=[O:13])[CH2:8][CH:7]1[CH:9]=[CH2:10])=[O:5])[CH3:2]>C1C=CC=CC=1.CC1C=C(C)C(N2C(=[Ru](Cl)(Cl)=CC3C=CC=CC=3)N(C3C(C)=CC(C)=CC=3C)CC2)=C(C)C=1.C1CCC(P(C2CCCCC2)C2CCCCC2)CC1>[CH2:1]([O:3][C:4]([C:6]12[CH2:8][CH:7]1[CH:9]=[CH:10][CH2:38][O:37][CH2:36][CH2:35][CH2:34][CH:33]([NH:41][C:42]([O:44][C:45]([CH3:47])([CH3:46])[CH3:48])=[O:43])[C:32](=[O:49])[N:15]1[CH:14]([CH2:18][CH:17]([O:19][C:20]3[C:29]4[C:24](=[CH:25][C:26]([O:30][CH3:31])=[CH:27][CH:28]=4)[CH:23]=[CH:22][N:21]=3)[CH2:16]1)[C:12](=[O:13])[NH:11]2)=[O:5])[CH3:2] |f:2.3|. Solvent: C1=CC=CC=C1 (benzene). Reagents/catalysts: CC1=CC(=C(C(=C1)C)N2CCN(C2=[Ru](=CC3=CC=CC=C3)(Cl)Cl)C4=C(C=C(C=C4C)C)C)C.C1CCC(CC1)P(C2CCCCC2)C3CCCCC3 (Grubb's second generation catalyst). Starting materials: C(C)C=1C=CC2=C(N(C3=C(CC2)C=CC=C3)CC3CNCCO3)C1 (3-ethyl-5-(2-morpholinylmethyl)-10,11-dihydro-5H-dibenz[b,f]azepine), C=O (formalin), Cl (hydrochloric acid). The solvent is C(=O)O (formic acid). Reaction conditions: time 8 hour. Yields the product C(C)C=1C=CC2=C(N(C3=C(CC2)C=CC=C3)CC3CN(CCO3)C)C1 (3-ethyl-5-(4-methyl-2-morpholinylmethyl)-10,11-dihydro-5H-dibenz[b,f]azepine). RXN SMILES: [CH2:1]([C:3]1[CH:4]=[CH:5][C:6]2[CH2:12][CH2:11][C:10]3[CH:13]=[CH:14][CH:15]=[CH:16][C:9]=3[N:8]([CH2:17][CH:18]3[O:23][CH2:22][CH2:21][NH:20][CH2:19]3)[C:7]=2[CH:24]=1)[CH3:2].[CH2:25]=O.Cl>C(O)=O>[CH2:1]([C:3]1[CH:4]=[CH:5][C:6]2[CH2:12][CH2:11][C:10]3[CH:13]=[CH:14][CH:15]=[CH:16][C:9]=3[N:8]([CH2:17][CH:18]3[O:23][CH2:22][CH2:21][N:20]([CH3:25])[CH2:19]3)[C:7]=2[CH:24]=1)[CH3:2]. Procedure details: A mixture of 3-ethyl-5-(2-morpholinylmethyl)-10,11-dihydro-5H-dibenz[b,f]azepine (0.3 g), 90% formic acid (0.7 g) and 37% formalin (0.58 ml) was stirred at 90°-100° C for 8 hours. After cooling, 4N hydrochloric acid was added to the reaction mixture. The resulting mixture was evaporated to dryness under reduced pressure. Water was added to the residue, neutralized with aqueous ammonia, and extracted with benzene. The benzene extract was washed with water, dried over anhydrous sodium sulfate and ... The reactants are CON(C)C(=O)C(Cc1ccccc1F)NC(=O)OC(C)(C)C, Cc1ccc(C)c(C(=O)NC(C)(C)C)c1. Yields the product Cc1ccc(CC(=O)C(Cc2ccccc2F)NC(=O)OC(C)(C)C)c(C(=O)NC(C)(C)C)c1. RXN SMILES: [C:1]([CH3:2])([CH3:3])([CH3:4])[O:5][C:6]([NH:7][CH:8]([CH2:9][c:10]1[c:11]([F:16])[cH:12][cH:13][cH:14][cH:15]1)[C:17]([N:18]([O:19][CH3:20])[CH3:21])=[O:22])=[O:23].[C:24]([CH3:25])([CH3:26])([CH3:27])[NH:28][C:29]([c:30]1[c:31]([CH3:37])[cH:32][cH:33][c:34]([CH3:36])[cH:35]1)=[O:38]>>[C:1]([CH3:2])([CH3:3])([CH3:4])[O:5][C:6]([NH:7][CH:8]([CH2:9][c:10]1[c:11]([F:16])[cH:12][cH:13][cH:14][cH:15]1)[C:17](=[O:22])[CH2:37][c:31]1[c:30]([C:29]([NH:28][C:24]([CH3:25])([CH3:26])[CH3:27])=[O:38])[cH:35][c:34]([CH3:36])[cH:33][cH:32]1)=[O:23]. Starting materials: O=C([O-])[O-], Cc1[nH]nc(Oc2ccc([N+](=O)[O-])cc2C(F)(F)F)c1C, CCOC(C)=O, CN=C=O, Cl, [K+], [K+]. The product is CNC(=O)n1nc(Oc2ccc([N+](=O)[O-])cc2C(F)(F)F)c(C)c1C. As a reaction SMILES: [C:1](=[O:2])([O-:3])[O-:4].[CH3:11][c:12]1[c:13]([O:18][c:19]2[c:20]([C:28]([F:29])([F:30])[F:31])[cH:21][c:22]([N+:25](=[O:26])[O-:27])[cH:23][cH:24]2)[n:14][nH:15][c:16]1[CH3:17].[CH3:33][CH2:34][O:35][C:36](=[O:37])[CH3:38].[CH3:7][N:8]=[C:9]=[O:10].[ClH:32].[K+:5].[K+:6]>>[CH3:7][NH:8][C:9](=[O:10])[n:15]1[n:14][c:13]([O:18][c:19]2[c:20]([C:28]([F:29])([F:30])[F:31])[cH:21][c:22]([N+:25](=[O:26])[O-:27])[cH:23][cH:24]2)[c:12]([CH3:11])[c:16]1[CH3:17].